Dataset: the Open Reaction Database (ORD), a public repository of structured organic reaction records. Task: describe an organic reaction: reactants, conditions, products, and yield Starting materials: C1(CCCCC1)C1=CC=C(C(=O)O)C=C1 (4-Cyclohexylbenzoic acid), C=1C=CN2C1CNC1=C(C2)C=CC=C1 (10,11-dihydro-5H-pyrrolo[2,1-c][1,4]benzodiazepine), C(C)(C)N(C(C)C)CC (N,N-diisopropylethyl amine). The solvent is S(=O)(Cl)Cl (thionyl chloride), ClCCl (dichloromethane), ClCCl (dichloromethane). Run at time 2 hour. Yields the product C1(CCCCC1)C1=CC=C(C(=O)N2CC=3N(CC4=C2C=CC=C4)C=CC3)C=C1 (10-(4-Cyclohexyl-benzoyl)-10,11-dihydro-5H-pyrrolo[2,1-c][1,4]benzodiazepine). Isolated yield 66.1%. As a reaction SMILES: [CH:1]1([C:7]2[CH:15]=[CH:14][C:10]([C:11]([OH:13])=O)=[CH:9][CH:8]=2)[CH2:6][CH2:5][CH2:4][CH2:3][CH2:2]1.[CH:16]1[CH:17]=[CH:18][N:19]2[CH2:25][C:24]3[CH:26]=[CH:27][CH:28]=[CH:29][C:23]=3[NH:22][CH2:21][C:20]=12.C(N(CC)C(C)C)(C)C>S(Cl)(Cl)=O.ClCCl>[CH:1]1([C:7]2[CH:8]=[CH:9][C:10]([C:11]([N:22]3[C:23]4[CH:29]=[CH:28][CH:27]=[CH:26][C:24]=4[CH2:25][N:19]4[CH:18]=[CH:17][CH:16]=[C:20]4[CH2:21]3)=[O:13])=[CH:14][CH:15]=2)[CH2:2][CH2:3][CH2:4][CH2:5][CH2:6]1. Reported procedure: 4-Cyclohexylbenzoic acid (0.50 g, 2.45 mmol) was suspended in thionyl chloride (3 mL) and heated at reflux for 30 minutes. After cooling, the thionyl chloride was removed in vacuo. The residue was dissolved in toluene and concentrated in vacuo to give the crude acid chloride as a yellow oil which was then dissolved in dichloromethane (5 mL) and slowly added to a solution of 10,11-dihydro-5H-pyrrolo[2,1-c][1,4]benzodiazepine (0.67 g, 3.64 mmol) and N,N-diisopropylethyl amine (0.94 mL, 5.4 mmol) i... The reactants are CC(C)(C)OC(=O)C1CCCN1CC(O)C(Cc1ccccc1)NC(=O)C(CC(N)=O)NC(=O)OCc1ccccc1, CCO. Yields the product CC(C)(C)OC(=O)C1CCCN1CC(O)C(Cc1ccccc1)NC(=O)C(N)CC(N)=O. Reaction SMILES: [C:1]([CH3:2])([CH3:3])([CH3:4])[O:5][C:6]([CH:7]1[N:8]([CH2:12][CH:13]([CH:14]([CH2:15][c:16]2[cH:17][cH:18][cH:19][cH:20][cH:21]2)[NH:22][C:23]([CH:24]([NH:25][C:26]([O:27][CH2:28][c:29]2[cH:30][cH:31][cH:32][cH:33][cH:34]2)=[O:35])[CH2:36][C:37]([NH2:38])=[O:39])=[O:40])[OH:41])[CH2:9][CH2:10][CH2:11]1)=[O:42].[CH3:43][CH2:44][OH:45]>>[C:1]([CH3:2])([CH3:3])([CH3:4])[O:5][C:6]([CH:7]1[N:8]([CH2:12][CH:13]([CH:14]([CH2:15][c:16]2[cH:17][cH:18][cH:19][cH:20][cH:21]2)[NH:22][C:23]([CH:24]([NH2:25])[CH2:36][C:37]([NH2:38])=[O:39])=[O:40])[OH:41])[CH2:9][CH2:10][CH2:11]1)=[O:42]. Reactants: C(C)(=O)N1CCCCC2=C1C=C(C(=C2)O)Br (1-acetyl-8-bromo-7-hydroxy-2,3,4,5-tetrahydro-1H-benzazepine), OCC=1CCN(CC1)C (4-(Hydroxymethyl)-1-methyl-1,2,3,6-tetrahydropyridine). Product: C(C)(=O)N1CCCCC2=C1C=C(C(=C2)OCC=2CCN(CC2)C)Br (1-Acetyl-8bromo-7-(1-methyl-1,2,3,6-tetrahydro-4-pyridyl)methoxy-2,3,4,5-tetrahydro-1H-benzazepine). Reaction SMILES: [C:1]([N:4]1[C:10]2[CH:11]=[C:12]([Br:16])[C:13]([OH:15])=[CH:14][C:9]=2[CH2:8][CH2:7][CH2:6][CH2:5]1)(=[O:3])[CH3:2].O[CH2:18][C:19]1[CH2:20][CH2:21][N:22]([CH3:25])[CH2:23][CH:24]=1>>[C:1]([N:4]1[C:10]2[CH:11]=[C:12]([Br:16])[C:13]([O:15][CH2:18][C:19]3[CH2:24][CH2:23][N:22]([CH3:25])[CH2:21][CH:20]=3)=[CH:14][C:9]=2[CH2:8][CH2:7][CH2:6][CH2:5]1)(=[O:3])[CH3:2]. Procedure details: The title compound was prepared from 1-acetyl-8-bromo-7-hydroxy-2,3,4,5-tetrahydro-1H-benzazepine (D25) and 4-(hydroxymethyl)-1-methyl-1,2,3,6-tetrahydropyridine (D1) following the procedure of Description 2. Starting materials: COC(N(C)C)OC (dimethylformamide dimethylacetal), C(C)(C)(C)OC(=O)N[C@H](C(=O)O)CCCC(C)([N+](=O)[O-])C ((S)-2-t-Butoxycarbonylamino-6-methyl-6-nitroheptanoic acid), COC(N(C)C)OC (Dimethylformamide dimethylacetal). The solvent is ClCCl (dichloromethane). Reaction conditions: time 20 hour. Product: C(C)(C)(C)OC(=O)N[C@H](C(=O)OC)CCCC(C)([N+](=O)[O-])C (Methyl (S)-2-t-butoxycarbonylamino-6-methyl-6-nitroheptanoate). Isolated yield 62.0%. As a reaction SMILES: [C:1]([O:5][C:6]([NH:8][C@@H:9]([CH2:13][CH2:14][CH2:15][C:16]([CH3:21])([N+:18]([O-:20])=[O:19])[CH3:17])[C:10]([OH:12])=[O:11])=[O:7])([CH3:4])([CH3:3])[CH3:2].[CH3:22]OC(OC)N(C)C>ClCCl>[C:1]([O:5][C:6]([NH:8][C@@H:9]([CH2:13][CH2:14][CH2:15][C:16]([CH3:21])([N+:18]([O-:20])=[O:19])[CH3:17])[C:10]([O:12][CH3:22])=[O:11])=[O:7])([CH3:4])([CH3:2])[CH3:3]. Procedure details: (S)-2-t-Butoxycarbonylamino-6-methyl-6-nitroheptanoic acid (3.90 g, 12.81 mmol) was dissolved in dichloromethane (20 ml) and dimethylformamide dimethylacetal (2.6 ml, 19.22 mmol) was added. The mixture was stirred at room temperature for 20 h. Dimethylformamide dimethylacetal (1.74 ml, 12.8 mmol) was added and the mixture was stirred for 4 h. The mixture was washed with 0.5N hydrochloric acid (30 ml), saturated aqueous sodium hydrogencarbonate solution (30 ml) and saturated brine (30 ml). The so... Reactants: CN(C)C(=O)Oc1cccc(NC(=O)C2(OCc3ccccc3)CCN(C(=O)OC(C)(C)C)CC2)c1, CO, Cl. Yields the product CN(C)C(=O)Oc1cccc(NC(=O)C2(OCc3ccccc3)CCNCC2)c1, Cl. RXN SMILES: [CH2:1]([c:2]1[cH:3][cH:4][cH:5][cH:6][cH:7]1)[O:8][C:9]1([C:22]([NH:23][c:24]2[cH:25][c:26]([O:30][C:31]([N:32]([CH3:33])[CH3:34])=[O:35])[cH:27][cH:28][cH:29]2)=[O:36])[CH2:10][CH2:11][N:12]([C:15]([O:16][C:17]([CH3:18])([CH3:19])[CH3:20])=[O:21])[CH2:13][CH2:14]1.[CH3:38][OH:39].[ClH:37]>>[CH2:1]([c:2]1[cH:3][cH:4][cH:5][cH:6][cH:7]1)[O:8][C:9]1([C:22]([NH:23][c:24]2[cH:25][c:26]([O:30][C:31]([N:32]([CH3:33])[CH3:34])=[O:35])[cH:27][cH:28][cH:29]2)=[O:36])[CH2:10][CH2:11][NH:12][CH2:13][CH2:14]1.[ClH:37]. Starting materials: P(O)(=O)(OP(=O)(O)O)OC[C@@H]1[C@H]([C@H]([C@@H](O1)N1C=NC=2C(N)=NC=NC12)O)O (ADP), O=C[C@H](O)[C@@H](O)[C@H](O)[C@H](O)CO (glucose), MgCl2.6H2O. The solvent is O (water). Conditions: time 3 hour. Yields the product P(O)(=O)(OP(=O)(O)OP(=O)(O)O)OC[C@@H]1[C@H]([C@H]([C@@H](O1)N1C=NC=2C(N)=NC=NC12)O)O (ATP). Reaction SMILES: [P:1]([O:9][CH2:10][C@H:11]1[O:15][C@@H:14]([N:16]2[C:25]3[N:24]=[CH:23][N:22]=[C:20]([NH2:21])[C:19]=3[N:18]=[CH:17]2)[C@H:13]([OH:26])[C@@H:12]1[OH:27])([O:4][P:5]([OH:8])([OH:7])=[O:6])(=[O:3])[OH:2].O=C[C@@H]([C@H]([C@@H]([C@@H](CO)O)O)O)O>O>[P:1]([O:9][CH2:10][C@H:11]1[O:15][C@@H:14]([N:16]2[C:25]3[N:24]=[CH:23][N:22]=[C:20]([NH2:21])[C:19]=3[N:18]=[CH:17]2)[C@H:13]([OH:26])[C@@H:12]1[OH:27])([O:4][P:5]([O:7][P:1]([OH:4])([OH:3])=[O:2])([OH:8])=[O:6])(=[O:2])[OH:3]. Procedure: The resting cells mentioned above were dried at a room temperature and dried further in a phosphorus pentoxide desiccator under a vacuum overnight. Fifty mg of the dried cells were put into 2 ml of a reaction mixture containing 10 μmoles ADP, 200 μmoles glucose 250 μmoles phosphate buffer, 5 μmoles MgCl2.6H2O and the amount of the inhibitor shown in Table 5 or 6. The reaction mixture was held at 30° C. for 3 hours, and then heated in boiling water for 3 minutes. ATP formed in the reaction mixtur...